Dataset: the Open Reaction Database (ORD), a public repository of structured organic reaction records. Task: describe an organic reaction: reactants, conditions, products, and yield Starting materials: C(C)(=O)N1CCC2(CC1)C(C1=CC(=CC=C1CC2)NS(=O)(=O)C)=O (1'-acetyl-3,4-dihydro-7-methanesulfonamido-1-oxospiro[naphthalene-2(1H),4'-piperidine]), Cl (hydrochloric acid), Cl (hydrochloric acid). Run in C(C)O (ethanol). The product is Cl.CS(=O)(=O)NC1=CC=C2CCC3(CCNCC3)C(C2=C1)=O (3,4-Dihydro-7-methanesulfonamido-1-oxospiro[napthalene-2(1H),4'-piperidine]hydrochloride). Yield: 67.0%. Reaction SMILES: C([N:4]1[CH2:9][CH2:8][C:7]2([CH2:18][CH2:17][C:16]3[C:11](=[CH:12][C:13]([NH:19][S:20]([CH3:23])(=[O:22])=[O:21])=[CH:14][CH:15]=3)[C:10]2=[O:24])[CH2:6][CH2:5]1)(=O)C.[ClH:25]>C(O)C>[ClH:25].[CH3:23][S:20]([NH:19][C:13]1[CH:12]=[C:11]2[C:16]([CH2:17][CH2:18][C:7]3([C:10]2=[O:24])[CH2:8][CH2:9][NH:4][CH2:5][CH2:6]3)=[CH:15][CH:14]=1)(=[O:21])=[O:22] |f:3.4|. Procedure: A solution of 0.53 g (1.5 mmoles) 1'-acetyl-3,4-dihydro-7-methanesulfonamido-1-oxospiro[naphthalene-2(1H),4'-piperidine] in 15 ml ethanol and 5 ml 3N hydrochloric acid was heated at reflux for 18 hours. An additional 10 ml 3N hydrochloric acid was added and the solution was heated at reflux for 5 hours, then cooled to room temperature. The solvents were removed in vacuo and the residue was stirred with 3 ml ethanol to give a solid which was filtered off and dried to give 0.35 g (67%) product, m.... Reactants: CCOC1CCC(N2CCC(N)CC2)CC1, CCN(C(C)C)C(C)C, Cl, Cl, O=[N+]([O-])c1ccc(F)cc1F, CN(C)C=O. Product: CCOC1CCC(N2CCC(Nc3cc(F)ccc3[N+](=O)[O-])CC2)CC1. RXN SMILES: [CH2:23]([CH3:24])[O:25][CH:26]1[CH2:27][CH2:28][CH:29]([N:32]2[CH2:33][CH2:34][CH:35]([NH2:38])[CH2:36][CH2:37]2)[CH2:30][CH2:31]1.[CH:12]([N:13]([CH:14]([CH3:15])[CH3:16])[CH2:17][CH3:18])([CH3:19])[CH3:20].[ClH:21].[ClH:22].[F:1][c:2]1[c:3]([N+:9](=[O:10])[O-:11])[cH:4][cH:5][c:6]([F:8])[cH:7]1.[O:39]=[CH:40][N:41]([CH3:42])[CH3:43]>>[c:2]1([NH:38][CH:35]2[CH2:34][CH2:33][N:32]([CH:29]3[CH2:28][CH2:27][CH:26]([O:25][CH2:23][CH3:24])[CH2:31][CH2:30]3)[CH2:37][CH2:36]2)[c:3]([N+:9](=[O:10])[O-:11])[cH:4][cH:5][c:6]([F:8])[cH:7]1. Run at temperature 50 celsius, time 18 hour. Run in CN(C=O)C (dimethylformamide). Yield: 42.6%. The reactants are C(C)(=O)OCC1=C(N2C(C(C2SC1)N)=O)C(=O)OC(C)(C)C (3-acetoxymethyl-7-amino-2-(tertiary butoxycarbonyl)-8-oxo-5-thia-1-aza-bicyclo[4,2,0]oct-2-ene), C1(CCCCC1)N=C=NC1CCCCC1 (dicyclohexylcarbodiimide), CSC=1N(C=CN1)CC(=O)O ((2-methylthio-imidazol-1-yl)-acetic acid). As a reaction SMILES: [CH3:1][S:2][C:3]1[N:4]([CH2:8][C:9]([OH:11])=O)[CH:5]=[CH:6][N:7]=1.[C:12]([O:15][CH2:16][C:17]1[CH2:24][S:23][CH:22]2[N:19]([C:20](=[O:26])[CH:21]2[NH2:25])[C:18]=1[C:27]([O:29][C:30]([CH3:33])([CH3:32])[CH3:31])=[O:28])(=[O:14])[CH3:13].C1(N=C=NC2CCCCC2)CCCCC1>CN(C)C=O>[C:12]([O:15][CH2:16][C:17]1[CH2:24][S:23][CH:22]2[N:19]([C:20](=[O:26])[CH:21]2[NH:25][C:9](=[O:11])[CH2:8][N:4]2[CH:5]=[CH:6][N:7]=[C:3]2[S:2][CH3:1])[C:18]=1[C:27]([O:29][C:30]([CH3:33])([CH3:32])[CH3:31])=[O:28])(=[O:14])[CH3:13]. The product is C(C)(=O)OCC1=C(N2C(C(C2SC1)NC(CN1C(=NC=C1)SC)=O)=O)C(=O)OC(C)(C)C (3-actoxymethyl-2-(tertiary butoxycarbonyl)-7-[(2-methylthio-imidazol-1-yl)-acetamido]-8-oxo-5-thia-1-aza-bicyclo[4,2,0]oct-2-ene). Reported procedure: (2-methylthio-imidazol-1-yl)-acetic acid (10.3 g.) is dissolved in dimethylformamide (360 cc.), by heating to 50° C. After cooling, 3-acetoxymethyl-7-amino-2-(tertiary butoxycarbonyl)-8-oxo-5-thia-1-aza-bicyclo[4,2,0]oct-2-ene (21.4 g.) and dicyclohexylcarbodiimide (13.5 g.) are added. The reagents are contacted for 18 hours, with stirring, at a temperature of about 20° C., and then the solid is filtered off. The filtrate is taken up in ethyl acetate (2.5 liters) and is washed with a saturated a... The reactants are CCCSc1cc(-c2c[nH]nc2C(F)(F)F)ccc1C(=O)OC, CC(=O)O, Cc1ccccc1, CC(C)Sc1cc(-c2c(Cl)cc(C(F)(F)F)cc2Cl)ccc1[N+](=O)[O-], [Fe], O. The product is CC(C)Sc1cc(-c2c(Cl)cc(C(F)(F)F)cc2Cl)ccc1N. Reaction SMILES: [CH2:31]([S:32][c:33]1[cH:34][c:35](-[c:36]2[c:37]([C:38]([F:39])([F:40])[F:41])[n:42][nH:43][cH:44]2)[cH:45][cH:46][c:47]1[C:48]([O:49][CH3:50])=[O:51])[CH2:52][CH3:53].[CH3:2][C:3](=[O:4])[OH:5].[CH3:54][c:55]1[cH:56][cH:57][cH:58][cH:59][cH:60]1.[CH:6]([CH3:7])([CH3:8])[S:9][c:10]1[c:11]([N+:28]([O-:29])=[O:30])[cH:12][cH:13][c:14](-[c:16]2[c:17]([Cl:27])[cH:18][c:19]([C:23]([F:24])([F:25])[F:26])[cH:20][c:21]2[Cl:22])[cH:15]1.[Fe:61].[OH2:1]>>[CH:6]([CH3:7])([CH3:8])[S:9][c:10]1[c:11]([NH2:28])[cH:12][cH:13][c:14](-[c:16]2[c:17]([Cl:27])[cH:18][c:19]([C:23]([F:24])([F:25])[F:26])[cH:20][c:21]2[Cl:22])[cH:15]1. Starting materials: O (water), COC1=CC=C(C=C1)NC1(CCN(CC1)CC1=CC=CC=C1)C(=O)O (4-[(4-methoxyphenyl)amino]-1-(phenylmethyl)-4-piperidinecarboxylic acid), CN(P(N(C)C)(N(C)C)=O)C (hexamethylphosphoric triamide), IC (iodomethane), [H-].[Na+] (sodium hydride). Reaction conditions: temperature 15 celsius, time 2 hour. The product is C(C(=O)O)(=O)O.COC1=CC=C(C=C1)NC1(CCN(CC1)CC1=CC=CC=C1)C(=O)OC (methyl 4-[(4-methoxyphenyl)amino]-1-(phenylmethyl)-4-piperidinecarboxylate ethanedioate). As a reaction SMILES: [CH3:1][O:2][C:3]1[CH:8]=[CH:7][C:6]([NH:9][C:10]2([C:23]([OH:25])=[O:24])[CH2:15][CH2:14][N:13]([CH2:16][C:17]3[CH:22]=[CH:21][CH:20]=[CH:19][CH:18]=3)[CH2:12][CH2:11]2)=[CH:5][CH:4]=1.[H-].[Na+].IC.[OH2:30].[CH3:31]N(C)P(=[O:40])(N(C)C)N(C)C>>[C:23]([OH:25])(=[O:24])[C:10]([OH:40])=[O:30].[CH3:1][O:2][C:3]1[CH:8]=[CH:7][C:6]([NH:9][C:10]2([C:23]([O:25][CH3:31])=[O:24])[CH2:11][CH2:12][N:13]([CH2:16][C:17]3[CH:18]=[CH:19][CH:20]=[CH:21][CH:22]=3)[CH2:14][CH2:15]2)=[CH:5][CH:4]=1 |f:1.2,6.7|. Procedure: 55 Parts of 4-[(4-methoxyphenyl)amino]-1-(phenylmethyl)-4-piperidinecarboxylic acid are dissolved in 400 parts of dry hexamethylphosphoric triamide at 95° C. The solution is cooled to 15° C and 4.8 parts of sodium hydride dispersion 78% are added. After stirring for 2 hours at room temperature, 26.5 parts of iodomethane are added dropwise at a temperature below 20° C. Upon completion, stirring is continued for 24 hours at room temperature. The reaction mixture is poured onto 600 parts of water a... Reactants: C1CCOC1, [H-], [Na+], CC(C)(CCl)NC(=O)Nc1ccc2ncsc2c1. Product: CC1(C)CN(c2ccc3ncsc3c2)C(=O)N1. As a reaction SMILES: [CH2:21]1[O:22][CH2:23][CH2:24][CH2:25]1.[H-:20].[Na+:19].[s:1]1[cH:2][n:3][c:4]2[c:5]1[cH:6][c:7]([NH:10][C:11](=[O:12])[NH:13][C:14]([CH2:15][Cl:16])([CH3:17])[CH3:18])[cH:8][cH:9]2>>[s:1]1[cH:2][n:3][c:4]2[c:5]1[cH:6][c:7]([N:10]1[C:11](=[O:12])[NH:13][C:14]([CH3:17])([CH3:18])[CH2:15]1)[cH:8][cH:9]2. Starting materials: C1COCCN1, CCOC(=O)CCC(C)Sc1nc2ccccc2[nH]1. Yields the product CC(CCC(=O)N1CCOCC1)Sc1nc2ccccc2[nH]1. Reaction SMILES: [CH2:20]1[CH2:21][O:22][CH2:23][CH2:24][NH:25]1.[n:1]1[c:2]([S:10][CH:11]([CH2:12][CH2:13][C:14]([O:16][CH2:15][CH3:17])=[O:18])[CH3:19])[nH:3][c:4]2[c:5]1[cH:6][cH:7][cH:8][cH:9]2>>[nH:1]1[c:2]([S:10][CH:11]([CH2:12][CH2:13][C:14](=[O:16])[N:25]2[CH2:20][CH2:21][O:22][CH2:23][CH2:24]2)[CH3:19])[n:3][c:4]2[c:5]1[cH:6][cH:7][cH:8][cH:9]2. Reactants: CC(CCOC1=CC=C(O1)C(=O)O)CCCC(CCCC(C)C)C (5-(3,7,11-trimethyldodecyloxy)-2-furancarboxylic acid), C(CCCCCCCCC\C=C/CC)OC1=CC=C(O1)C(=O)O (cis-5-(11-tetradecenyloxy)furancarboxylic acid). Product: CC(CCOC1=CC=C(O1)C(=O)C)CCCC(CCCC(C)C)C (methyl 5-(3,7,11-trimethyldodecyloxy)-2-furyl ketone). Reaction SMILES: [CH3:1][CH:2]([CH2:14][CH2:15][CH2:16][CH:17]([CH3:24])[CH2:18][CH2:19][CH2:20][CH:21]([CH3:23])[CH3:22])[CH2:3][CH2:4][O:5][C:6]1[O:10][C:9]([C:11]([OH:13])=O)=[CH:8][CH:7]=1.[CH2:25](OC1OC(C(O)=O)=CC=1)CCCCCCCCC/C=C\CC>>[CH3:1][CH:2]([CH2:14][CH2:15][CH2:16][CH:17]([CH3:24])[CH2:18][CH2:19][CH2:20][CH:21]([CH3:23])[CH3:22])[CH2:3][CH2:4][O:5][C:6]1[O:10][C:9]([C:11]([CH3:25])=[O:13])=[CH:8][CH:7]=1. Procedure details: In the procedure of Example 4(B), 5-(3,7,11-trimethyldodecyloxy)-2-furancarboxylic acid was substituted for cis-5-(11-tetradecenyloxy)furancarboxylic acid, to yield as a pale yellow oil, methyl 5-(3,7,11-trimethyldodecyloxy)-2-furyl ketone, B.P. 165° C. (0.25 mm Hg.). The reactants are C(C=C)I (allyl iodide), C(C)(C)(C)OC(=O)N1N=CC2=CC(=CC=C12)C(=O)C1(CNCC1)CC=C (5-(3-allyl-pyrrolidine-3-carbonyl)-indazole-1-carboxylic acid tert-butyl ester). Reagents/catalysts: [Pd] (Pd/C). Run in CO (MeOH). Conditions: time 2.5 hour. Yields the product C(C)(C)(C)OC(=O)N1N=CC2=CC(=CC=C12)C(=O)C1(CNCC1)CC=C (5-(3-Allyl-pyrrolidine-3-carbonyl)-indazole-1-carboxylic acid tert-butyl ester), C(C)(C)(C)OC(=O)N1N=CC2=CC(=CC=C12)C(C1(CNCC1)CCC)O (5-[hydroxy-(3-propyl-pyrrolidin-3-yl)-methyl]-indazole-1-carboxylic acid tert-butyl ester). Yield: 205.7%. As a reaction SMILES: C(I)C=C.[C:5]([O:9][C:10]([N:12]1[C:20]2[C:15](=[CH:16][C:17]([C:21]([C:23]3([CH2:28][CH:29]=[CH2:30])[CH2:27][CH2:26][NH:25][CH2:24]3)=[O:22])=[CH:18][CH:19]=2)[CH:14]=[N:13]1)=[O:11])([CH3:8])([CH3:7])[CH3:6]>CO.[Pd]>[C:5]([O:9][C:10]([N:12]1[C:20]2[C:15](=[CH:16][C:17]([C:21]([C:23]3([CH2:28][CH:29]=[CH2:30])[CH2:27][CH2:26][NH:25][CH2:24]3)=[O:22])=[CH:18][CH:19]=2)[CH:14]=[N:13]1)=[O:11])([CH3:8])([CH3:7])[CH3:6].[C:5]([O:9][C:10]([N:12]1[C:20]2[C:15](=[CH:16][C:17]([CH:21]([OH:22])[C:23]3([CH2:28][CH2:29][CH3:30])[CH2:27][CH2:26][NH:25][CH2:24]3)=[CH:18][CH:19]=2)[CH:14]=[N:13]1)=[O:11])([CH3:8])([CH3:7])[CH3:6]. Reported procedure: 5-(3-Allyl-pyrrolidine-3-carbonyl)-indazole-1-carboxylic acid tert-butyl ester was prepared as described in steps 3 and 4 of Example 1, but replacing benzyl bromide with allyl iodide. Pd/C (10%, Degussa catalyst type E101 NE/W, 100 mg) was added to a solution of 5-(3-allyl-pyrrolidine-3-carbonyl)-indazole-1-carboxylic acid tert-butyl ester (200 mg, 0.56 mmol) in MeOH (10 mL). The resulting mixture was stirred under hydrogen atmosphere (balloon pressure) for 2.5 hours. The reaction mixture was th...